This data is from the Open Reaction Database (ORD), a public repository of structured organic reaction records. The task is: describe an organic reaction: reactants, conditions, products, and yield Reactants: COCCCC1CNCCN1, Cc1ccccc1, CS(C)=O, Cl, Cc1cc2c(s1)Nc1ccc(F)cc1N=C2N. Product: COCCCC1CN(C2=Nc3cc(F)ccc3Nc3sc(C)cc32)CCN1. Reaction SMILES: [CH3:19][O:20][CH2:21][CH2:22][CH2:23][CH:24]1[NH:25][CH2:26][CH2:27][NH:28][CH2:29]1.[CH3:30][c:31]1[cH:32][cH:33][cH:34][cH:35][cH:36]1.[CH3:37][S:38]([CH3:39])=[O:40].[ClH:1].[F:2][c:3]1[cH:4][c:5]2[c:6]([cH:17][cH:18]1)[NH:7][c:8]1[s:9][c:10]([CH3:16])[cH:11][c:12]1[C:13]([NH2:15])=[N:14]2>>[F:2][c:3]1[cH:4][c:5]2[c:6]([cH:17][cH:18]1)[NH:7][c:8]1[s:9][c:10]([CH3:16])[cH:11][c:12]1[C:13]([N:15]1[CH2:27][CH2:26][NH:25][CH:24]([CH2:23][CH2:22][CH2:21][O:20][CH3:19])[CH2:29]1)=[N:14]2. The reactants are COC(=O)c1cc(Br)c[nH]1, Oc1ncnn2cc(Br)cc12, CC1(C)OB(c2ccnc(N3CCOCC3)c2)OC1(C)C, ClCCl, [K+], [K+], O=C([O-])[O-], CN(C)C=O, c1ccc(P(c2ccccc2)(c2ccccc2)[Pd](P(c2ccccc2)(c2ccccc2)c2ccccc2)(P(c2ccccc2)(c2ccccc2)c2ccccc2)P(c2ccccc2)(c2ccccc2)c2ccccc2)cc1. Yields the product Oc1ncnn2cc(-c3ccnc(N4CCOCC4)c3)cc12. As a reaction SMILES: [Br:12][c:13]1[cH:14][c:15]([C:16]([O:17][CH3:18])=[O:19])[nH:20][cH:21]1.[Br:1][c:2]1[cH:3][c:4]2[c:5]([OH:11])[n:6][cH:7][n:8][n:9]2[cH:10]1.[CH3:22][C:23]1([CH3:24])[C:25]([CH3:26])([CH3:27])[O:28][B:29]([c:30]2[cH:31][c:32]([N:36]3[CH2:37][CH2:38][O:39][CH2:40][CH2:41]3)[n:33][cH:34][cH:35]2)[O:42]1.[Cl:131][CH2:132][Cl:133].[K+:43].[K+:44].[O-:45][C:46]([O-:47])=[O:48].[O:49]=[CH:50][N:51]([CH3:52])[CH3:53].[cH:54]1[cH:55][cH:56][c:57]([P:58]([Pd:59]([P:60]([c:61]2[cH:62][cH:63][cH:64][cH:65][cH:66]2)([c:67]2[cH:68][cH:69][cH:70][cH:71][cH:72]2)[c:73]2[cH:74][cH:75][cH:76][cH:77][cH:78]2)([P:79]([c:80]2[cH:81][cH:82][cH:83][cH:84][cH:85]2)([c:86]2[cH:87][cH:88][cH:89][cH:90][cH:91]2)[c:92]2[cH:93][cH:94][cH:95][cH:96][cH:97]2)[P:98]([c:99]2[cH:100][cH:101][cH:102][cH:103][cH:104]2)([c:105]2[cH:106][cH:107][cH:108][cH:109][cH:110]2)[c:111]2[cH:112][cH:113][cH:114][cH:115][cH:116]2)([c:117]2[cH:118][cH:119][cH:120][cH:121][cH:122]2)[c:123]2[cH:124][cH:125][cH:126][cH:127][cH:128]2)[cH:129][cH:130]1>>[c:2]1(-[c:30]2[cH:31][c:32]([N:36]3[CH2:37][CH2:38][O:39][CH2:40][CH2:41]3)[n:33][cH:34][cH:35]2)[cH:3][c:4]2[c:5]([OH:11])[n:6][cH:7][n:8][n:9]2[cH:10]1. Reactants: CSCCCCCCC(C(=O)OCC)S(=O)(=O)C1=CC=C(C=C1)C (ethyl 8-methylthio-2-(4-methylphenylsulphonyl)-octanoate), CC(CC(C(=O)[O-])S(=O)(=O)C1=CC=CC=C1)CCCC (4-methylphenylsulphonyl-octanoate), FC(C(=O)O)(F)F (trifluoroacetic acid), solution, FC(C(=O)OO)(F)F (trifluoroperacetic acid), FC(C(=O)O)(F)F (trifluoroacetic acid). Procedure details: A mixture of 4.0 g. (10.7 mmole) ethyl 8-methylthio-2-(4-methylphenylsulphonyl)-octanoate, 5.35 ml of a 4 molar solution of trifluoroperacetic acid in trifluoroacetic acid and 7.5 ml. trifluoroacetic acid is stirred for 4 hours at 0° c. The solvent is then distilled off in a vacuum and the residue taken up in diethyl ether. This solution is washed with aqueous sodium hydrogen carbonate, dried and evaporated. The residue is chromatographed with a mixture of toluene and dioxan (5:1 v/v) on silica ... RXN SMILES: CSCCCCCCC([S:15]([C:18]1[CH:23]=[CH:22][C:21]([CH3:24])=[CH:20][CH:19]=1)(=[O:17])=[O:16])C(OCC)=O.F[C:26](F)(F)[C:27]([O:29]O)=[O:28].C[CH:34]([CH2:49][CH2:50][CH2:51]C)[CH2:35][CH:36]([S:40]([C:43]1C=CC=CC=1)(=[O:42])=[O:41])C([O-])=O.F[C:54](F)(F)[C:55](O)=O>>[CH3:43][S:40]([CH2:36][CH2:35][CH2:34][CH2:49][CH2:50][CH2:51][CH:26]([S:15]([C:18]1[CH:19]=[CH:20][C:21]([CH3:24])=[CH:22][CH:23]=1)(=[O:16])=[O:17])[C:27]([O:29][CH2:54][CH3:55])=[O:28])(=[O:41])=[O:42]. The product is CS(=O)(=O)CCCCCCC(C(=O)OCC)S(=O)(=O)C1=CC=C(C=C1)C (Ethyl 8-methylsulphonyl-2-(4-methylphenylsulphonyl)-octanoate). The reactants are BrC1=C(C=CC2=C1N=C(S2)C)C (4-bromo-2,5-dimethyl-1,3-benzothiazole), BrN1C(CCC1=O)=O (N-bromosuccinimide), C(C1=CC=CC=C1)(=O)OOC(C1=CC=CC=C1)=O (benzoyl peroxide). The solvent is C(Cl)(Cl)(Cl)Cl (carbon tetrachloride), ClCCl (dichloromethane). Yields the product BrC1=C(C=CC2=C1N=C(S2)C)CBr (4-bromo-5-(bromomethyl)-2-methyl-1,3-benzothiazole). Yield: 74.0%. As a reaction SMILES: [Br:1][C:2]1[C:7]2[N:8]=[C:9]([CH3:11])[S:10][C:6]=2[CH:5]=[CH:4][C:3]=1[CH3:12].[Br:13]N1C(=O)CCC1=O.C(OOC(=O)C1C=CC=CC=1)(=O)C1C=CC=CC=1>C(Cl)(Cl)(Cl)Cl.ClCCl>[Br:1][C:2]1[C:7]2[N:8]=[C:9]([CH3:11])[S:10][C:6]=2[CH:5]=[CH:4][C:3]=1[CH2:12][Br:13]. Procedure details: A mixture of 4-bromo-2,5-dimethyl-1,3-benzothiazole (5.8 g, 24 mmol), N-bromosuccinimide (5.12 g, 28.7 mmol), and benzoyl peroxide (0.580 g, 2.40 mmol) in carbon tetrachloride (100 mL) was heated at reflux overnight. The mixture was diluted with dichloromethane, washed with 1 N NaOH, brine and dried over sodium sulfate, then concentrated under reduced pressure. The residue was purified on silica gel, eluting with 0% to 50% EtOAc in hexane, to give the desired product (5.70 g, 74%). LCMS calculat... Reactants: CC1(C)OCC(CO)O1, CN(C)C=O, [Cl-], Cc1ccc(CSc2nsc(Cl)n2)cc1, [H-], [Na+], [Na+]. Yields the product Cc1ccc(CSc2nsc(OCC3COC(C)(C)O3)n2)cc1. RXN SMILES: [CH3:16][C:17]1([CH3:24])[O:18][CH2:19][CH:20]([CH2:22][OH:23])[O:21]1.[CH3:29][N:30]([CH3:31])[CH:32]=[O:33].[Cl-:28].[Cl:1][c:2]1[n:3][c:4]([S:7][CH2:8][c:9]2[cH:10][cH:11][c:12]([CH3:15])[cH:13][cH:14]2)[n:5][s:6]1.[H-:25].[Na+:26].[Na+:27]>>[c:2]1([O:23][CH2:22][CH:20]2[CH2:19][O:18][C:17]([CH3:16])([CH3:24])[O:21]2)[n:3][c:4]([S:7][CH2:8][c:9]2[cH:10][cH:11][c:12]([CH3:15])[cH:13][cH:14]2)[n:5][s:6]1. The reactants are C(CCCCC#C)(=O)O (hept-6-ynoic acid), C(C)(C)(C)C1(COC1)CO (3-t-butyl-3-hydroxymethyloxetane), 2-t-butyl-2-hyddroxymethylpropan-1,3-diol. Yields the product C(C)(C)(C)C12COC(OC1)(OC2)CCCCC#C (4-t-butyl-1-(hex-5-ynyl)-2,6,7-trioxabicyclo[2.2.2]octane). As a reaction SMILES: [C:1]([OH:9])(=[O:8])[CH2:2][CH2:3][CH2:4][CH2:5][C:6]#[CH:7].[C:10]([C:14]1([CH2:18]O)[CH2:17][O:16][CH2:15]1)([CH3:13])([CH3:12])[CH3:11]>>[C:10]([C:14]12[CH2:15][O:16][C:1]([CH2:2][CH2:3][CH2:4][CH2:5][C:6]#[CH:7])([O:9][CH2:18]1)[O:8][CH2:17]2)([CH3:13])([CH3:12])[CH3:11]. Procedure details: Using the procedure described in stage (vi) of Example I and starting from hept-6-ynoic acid and 3-t-butyl-3-hydroxymethyloxetane (2-t-butyl-2-hyddroxymethylpropan-1,3-diol was prepared by the method of Y. Ozoe and M. Eto Agric.Biol. Chem, 1982, 46, 411), 4-t-butyl-1-(hex-5-ynyl)-2,6,7-trioxabicyclo[2.2.2]octane was prepared.